From a dataset of the Open Reaction Database (ORD), a public repository of structured organic reaction records. describe an organic reaction: reactants, conditions, products, and yield Starting materials: C(C)(=O)C=1C=C(C=CC1)C(C(=O)OCC)C (ethyl 2-(m-acetyl phenyl)propionate), [Cl-].[Al+3].[Cl-].[Cl-] (aluminum chloride), BrBr (bromine). The solvent is CCOCC (ether). Yields the product BrCC(=O)C=1C=C(C=CC1)C(C(=O)OCC)C (ethyl 2-[meta-(α-bromo-acetyl)phenyl]propionate). RXN SMILES: [C:1]([C:4]1[CH:5]=[C:6]([CH:10]([CH3:16])[C:11]([O:13][CH2:14][CH3:15])=[O:12])[CH:7]=[CH:8][CH:9]=1)(=[O:3])[CH3:2].[Cl-].[Al+3].[Cl-].[Cl-].[Br:21]Br>CCOCC>[Br:21][CH2:2][C:1]([C:4]1[CH:5]=[C:6]([CH:10]([CH3:16])[C:11]([O:13][CH2:14][CH3:15])=[O:12])[CH:7]=[CH:8][CH:9]=1)=[O:3] |f:1.2.3.4|. Procedure details: To a cooled vigorously stirred mixture containing ethyl 2-(m-acetyl phenyl)propionate (0.1 mole) dissolved in dry ether (100 ml) and a pinchful of aluminum chloride is added dropwise 0.1 mole bromine. The reactants are OB(O)c1ccccc1CBr, CS(=O)[O-], Cl, [Na+], CN(C)C=O. Yields the product CS(=O)(=O)Cc1ccccc1B(O)O. As a reaction SMILES: [Br:1][CH2:2][c:3]1[c:4]([B:9]([OH:10])[OH:11])[cH:5][cH:6][cH:7][cH:8]1.[CH3:12][S:13](=[O:14])[O-:15].[ClH:17].[Na+:16].[O:18]=[CH:19][N:20]([CH3:21])[CH3:22]>>[CH2:2]([c:3]1[c:4]([B:9]([OH:10])[OH:11])[cH:5][cH:6][cH:7][cH:8]1)[S:13]([CH3:12])(=[O:14])=[O:15].